From a dataset of the Open Reaction Database (ORD), a public repository of structured organic reaction records. describe an organic reaction: reactants, conditions, products, and yield Starting materials: BrC=1C=C(C(=CC1)OC)O (4-bromoguaiacol), FC(C(=O)OC(C(F)(F)F)=O)(F)F (Trifluoroacetic anhydride), [N+](=O)(O)[O-] (nitric acid), resultant mixture. Run in C(C)(=O)OCC (ethyl acetate), [Cl-].[Na+].O (brine). Run at temperature 0 celsius, time 1.5 hour. Product: BrC1=CC(=C(C(=C1)OC)O)[N+](=O)[O-] (4-bromo-2-nitro-6-methoxyphenol). Yield: 66.0%. As a reaction SMILES: FC(F)(F)[C:3]([O:5][C:6](=O)[C:7](F)(F)F)=O.[N+:14]([O-:17])(O)=[O:15].[Br:18][C:19]1C=C(O)[C:22]([O:25]C)=[CH:23][CH:24]=1>C(OCC)(=O)C.[Cl-].[Na+].O>[Br:18][C:19]1[CH:7]=[C:6]([O:5][CH3:3])[C:22]([OH:25])=[C:23]([N+:14]([O-:17])=[O:15])[CH:24]=1 |f:4.5.6|. Procedure details: Trifluoroacetic anhydride (3.50 ml) was cooled to −78° C. 61% nitric acid (1.85 ml) was slowly added dropwise at −78° C., and the resultant mixture was stirred at 0° C. for 2.5 hours. The above nitrating agent was added to a solution of 4-bromoguaiacol (5.00 g) in ethyl acetate (50 ml) and the mixture was stirred at 0° C. for 1.5 hours. Saturated brine was added to the reaction solution, and an organic layer was then separated. The organic layer was washed with water and saturated brine, dried o... Reactants: [OH-].[Na+] (sodium hydroxide), CC1(C=2C=CC(=CC2C(=CC1)\C=C\C1=CC=CC=C1)/C=C/C1=CC=C(C(=O)OC)C=C1)C (methyl 4-[(E)-[5,6-dihydro-5,5-dimethyl-8-[(E)-phenylethenyl]-2-naphthalenyl]ethenyl]benzoate), Cl (Hydrochloric acid). Solvent: O1CCCC1.C(C)O (tetrahydrofuran ethanol). Reaction conditions: time 8 hour. Yields the product CC1(C=2C=CC(=CC2C(=CC1)\C=C\C1=CC=CC=C1)/C=C/C1=CC=C(C(=O)O)C=C1)C (4-[(E)-[5,6-Dihydro-5,5-dimethyl-8-[(E)-phenylethenyl]-2-naphthalenyl]ethenyl]benzoic Acid). Reaction SMILES: [CH3:1][C:2]1([CH3:32])[CH2:11][CH:10]=[C:9](/[CH:12]=[CH:13]/[C:14]2[CH:19]=[CH:18][CH:17]=[CH:16][CH:15]=2)[C:8]2[CH:7]=[C:6](/[CH:20]=[CH:21]/[C:22]3[CH:31]=[CH:30][C:25]([C:26]([O:28]C)=[O:27])=[CH:24][CH:23]=3)[CH:5]=[CH:4][C:3]1=2.[OH-].[Na+].Cl>O1CCCC1.C(O)C>[CH3:1][C:2]1([CH3:32])[CH2:11][CH:10]=[C:9](/[CH:12]=[CH:13]/[C:14]2[CH:19]=[CH:18][CH:17]=[CH:16][CH:15]=2)[C:8]2[CH:7]=[C:6](/[CH:20]=[CH:21]/[C:22]3[CH:23]=[CH:24][C:25]([C:26]([OH:28])=[O:27])=[CH:30][CH:31]=3)[CH:5]=[CH:4][C:3]1=2 |f:1.2,4.5|. Reported procedure: To a stirred solution of methyl 4-[(E)-[5,6-dihydro-5,5-dimethyl-8-[(E)-phenylethenyl]-2-naphthalenyl]ethenyl]benzoate (0.206 g, 0.49 mmol) in a mixture of tetrahydrofuran/ethanol (1:1, 2 mL) was added aqueous sodium hydroxide (5N, 0.98 mL, 4.90 mmol). The mixture was stirred overnight. Hydrochloric acid 1N was then added to precipitate the acid and ≈half of the volume of the solvents was evaporated. The white solid was filtered and washed with water. The solid was then dissolved in dichlorometh... Reactants: Cc1cc(Br)cnc1CCCCN, CC#N, ClC(Cl)Cl, O=S1(=O)N=C(Cl)c2cc(Cl)ccc21. The product is Cc1cc(Br)cnc1CCCCNC1=NS(=O)(=O)c2ccc(Cl)cc21. RXN SMILES: [Br:1][c:2]1[cH:3][c:4]([CH3:13])[c:5]([CH2:8][CH2:9][CH2:10][CH2:11][NH2:12])[n:6][cH:7]1.[CH3:27][C:28]#[N:29].[CH:30]([Cl:31])([Cl:32])[Cl:33].[Cl:14][C:15]1=[N:16][S:17](=[O:25])(=[O:26])[c:18]2[c:19]1[cH:20][c:21]([Cl:24])[cH:22][cH:23]2>>[Br:1][c:2]1[cH:3][c:4]([CH3:13])[c:5]([CH2:8][CH2:9][CH2:10][CH2:11][NH:12][C:15]2=[N:16][S:17](=[O:25])(=[O:26])[c:18]3[c:19]2[cH:20][c:21]([Cl:24])[cH:22][cH:23]3)[n:6][cH:7]1. Yield: 56.6%. Reported procedure: Add 5-chloro-pyridine-2-carbonitrile (3.0 g, 21.7 mmol) and potassium fluoride (3.9 g, 67.1 mmol) to a flask containing NMP (75 mL). Heat the mixture to reflux for 16 h. Add additional potassium fluoride (1.0 g, 17.2 mmol) and NMP (10 mL), then continue heating at reflux for 3 h. Cool the mixture, dilute with EtOAc, then wash with saturated NaCl (3×50 mL). Collect the organic layer, concentrate in vacuo and purify by chromatography on silica gel eluting with hexane/EtOAc (20:1) to obtain the des... Starting materials: ClC=1C=CC(=NC1)C#N (5-chloro-pyridine-2-carbonitrile), [F-].[K+] (potassium fluoride), [F-].[K+] (potassium fluoride), CN1CCCC1=O (NMP), CN1CCCC1=O (NMP). Product: FC=1C=CC(=NC1)C#N (5-Fluoro-pyridine-2-carbonitrile). Solvent: CCOC(=O)C (EtOAc). As a reaction SMILES: Cl[C:2]1[CH:3]=[CH:4][C:5]([C:8]#[N:9])=[N:6][CH:7]=1.[F-:10].[K+].CN1C(=O)CCC1>CCOC(C)=O>[F:10][C:2]1[CH:3]=[CH:4][C:5]([C:8]#[N:9])=[N:6][CH:7]=1 |f:1.2|. Starting materials: B(Br)(Br)Br (BBr3), C(Cl)Cl (CH2Cl2), COC1=CC=C(C=C1)C(CC1=CC=C(C=C1)F)NC=O (N-[1-(4-methoxyphenyl)-2-(4-fluorophenyl)ethyl]formamide), B(Br)(Br)Br (BBr3). Run in CCCCCC (hexane). Reaction conditions: temperature 0 celsius, time 1 hour. The product is OC1=CC=C(C=C1)C(CC1=CC=C(C=C1)F)NC=O (N-[1-(4-hydroxyphenyl)-2-(4-fluorophenyl)ethyl]formamide). The yield is 92.1%. RXN SMILES: C(Cl)Cl.C[O:5][C:6]1[CH:11]=[CH:10][C:9]([CH:12]([NH:21][CH:22]=[O:23])[CH2:13][C:14]2[CH:19]=[CH:18][C:17]([F:20])=[CH:16][CH:15]=2)=[CH:8][CH:7]=1.B(Br)(Br)Br>CCCCCC>[OH:5][C:6]1[CH:7]=[CH:8][C:9]([CH:12]([NH:21][CH:22]=[O:23])[CH2:13][C:14]2[CH:19]=[CH:18][C:17]([F:20])=[CH:16][CH:15]=2)=[CH:10][CH:11]=1. Procedure: To a -20° C. CH2Cl2 (100 mL) solution of N-[1-(4-methoxyphenyl)-2-(4-fluorophenyl)ethyl]formamide (1.6 g, 5.86 mmol) (for preparation see step A of Example 48) was added 11 mL of 1N BBr3 in hexane. After warming to 0° C. and stirring for one hour, an additional 5 mL of BBr3 solution was added. After 40 minutes, the reaction was complete by HPLC analysis. The reaction was quenched upon transferal into a stirred 4° C. aqueous NaHCO3 solution and extracted with CH2Cl2 (3×). The organic phases were ... Reactants: [H-].[Na+] (NaH), C(C)C(CC)(C1=CC=C(C=C1)OC)C1=CC(=C(C=C1)CCC(C(C)(C)C)O)C (1-{4-[1-ethyl-1-(4-methoxyphenyl)-propyl]-2-methylphenyl}-4,4-dimethylpentan-3-ol), C(C)S (ethanethiol). Solvent: CN(C)C=O (DMF), CN(C)C=O (DMF). Run at temperature 0 celsius, time 10 minute. Product: C(C)C(CC)(C1=CC(=C(C=C1)CCC(C(C)(C)C)O)C)C1=CC=C(C=C1)O (4-{1-ethyl-1-[4-(3-hydroxy-4,4-dimethylpentyl)-3-methyl-phenyl]-propyl}-phenol). The yield is 37.6%. RXN SMILES: [H-].[Na+].C(S)C.[CH2:6]([C:8]([C:19]1[CH:24]=[CH:23][C:22]([CH2:25][CH2:26][CH:27]([OH:32])[C:28]([CH3:31])([CH3:30])[CH3:29])=[C:21]([CH3:33])[CH:20]=1)([C:11]1[CH:16]=[CH:15][C:14]([O:17]C)=[CH:13][CH:12]=1)[CH2:9][CH3:10])[CH3:7]>CN(C=O)C>[CH2:6]([C:8]([C:11]1[CH:12]=[CH:13][C:14]([OH:17])=[CH:15][CH:16]=1)([C:19]1[CH:24]=[CH:23][C:22]([CH2:25][CH2:26][CH:27]([OH:32])[C:28]([CH3:30])([CH3:31])[CH3:29])=[C:21]([CH3:33])[CH:20]=1)[CH2:9][CH3:10])[CH3:7] |f:0.1|. Procedure details: A stirred suspension of NaH (60% dispersion in mineral oil, 80 mg, 2.0 mmol) in anhyd DMF (0.5 mL) was chilled to 0° C. and charged dropwise with ethanethiol (74 μL, 1.0 mmol). The reaction mixture was removed from the ice-bath and stirred at ambient temperature. After 10 min, additional DMF (0.5 mL) was added to facilitate stirring. To the resulting mixture was added dropwise a solution of 1-{4-[1-ethyl-1-(4-methoxyphenyl)-propyl]-2-methylphenyl}-4,4-dimethylpentan-3-ol (0.10 g, 0.26 mmol) in a... Reaction SMILES: [B:18]([Br:19])([Br:20])[Br:21].[CH3:1][O:2][c:3]1[c:4](-[c:9]2[c:10]3[c:11]([n:12]([CH3:14])[n:13]2)[cH:15][cH:16][s:17]3)[cH:5][cH:6][cH:7][cH:8]1.[Cl:22][CH2:23][Cl:24]>>[OH:2][c:3]1[c:4](-[c:9]2[c:10]3[c:11]([n:12]([CH3:14])[n:13]2)[cH:15][cH:16][s:17]3)[cH:5][cH:6][cH:7][cH:8]1. The reactants are BrB(Br)Br, COc1ccccc1-c1nn(C)c2ccsc12, ClCCl. The product is Cn1nc(-c2ccccc2O)c2sccc21. The reactants are C(C1=CC=CC=C1)(=O)NC(CCCCBr)=O (N-benzoyl-5-bromovaleramide), C1(=CC=CC=C1)P(C1=CC=CC=C1)C1=CC=CC=C1 (triphenylphosphine). Solvent: C(C)#N (acetonitrile). Product: [Br-].C(C1=CC=CC=C1)(=O)NC(=O)CCCC[P+](C1=CC=CC=C1)(C1=CC=CC=C1)C1=CC=CC=C1 ([4-benzoylaminocarbonylbutyl]-triphenylphosphonium bromide). Yield: 43.6%. RXN SMILES: [C:1]([NH:9][C:10](=[O:16])[CH2:11][CH2:12][CH2:13][CH2:14][Br:15])(=[O:8])[C:2]1[CH:7]=[CH:6][CH:5]=[CH:4][CH:3]=1.[C:17]1([P:23]([C:30]2[CH:35]=[CH:34][CH:33]=[CH:32][CH:31]=2)[C:24]2[CH:29]=[CH:28][CH:27]=[CH:26][CH:25]=2)[CH:22]=[CH:21][CH:20]=[CH:19][CH:18]=1>C(#N)C>[Br-:15].[C:1]([NH:9][C:10]([CH2:11][CH2:12][CH2:13][CH2:14][P+:23]([C:24]1[CH:25]=[CH:26][CH:27]=[CH:28][CH:29]=1)([C:30]1[CH:35]=[CH:34][CH:33]=[CH:32][CH:31]=1)[C:17]1[CH:18]=[CH:19][CH:20]=[CH:21][CH:22]=1)=[O:16])(=[O:8])[C:2]1[CH:7]=[CH:6][CH:5]=[CH:4][CH:3]=1 |f:3.4|. Reported procedure: A solution of 2.84 g. (10 mmoles) of the N-benzoyl-5-bromovaleramide prepared above and 3.93 g. (15 mmoles) of triphenylphosphine in 50 ml. of acetonitrile was heated at reflux, under nitrogen, for 72 hours. The acetonitrile was removed by rotary evaporation and the resultant solid was triturated with benzene (3×) then was recrystallized from methylene chloride:ethyl acetate to afford the desired [4-benzoylaminocarbonylbutyl]-triphenylphosphonium bromide weighing 2.38 g. (43.7% yield) melting at... The reactants are O=[N+]([O-])c1ccc(-c2nn(C(c3ccccc3)(c3ccccc3)c3ccccc3)cc2Br)cc1, CCO, [Cl-], [Fe], [NH4+], O. Yields the product Nc1ccc(-c2nn(C(c3ccccc3)(c3ccccc3)c3ccccc3)cc2Br)cc1. As a reaction SMILES: [Br:6][c:7]1[c:8](-[c:31]2[cH:32][cH:33][c:34]([N+:37]([O-:38])=[O:39])[cH:35][cH:36]2)[n:9][n:10]([C:12]([c:13]2[cH:14][cH:15][cH:16][cH:17][cH:18]2)([c:19]2[cH:20][cH:21][cH:22][cH:23][cH:24]2)[c:25]2[cH:26][cH:27][cH:28][cH:29][cH:30]2)[cH:11]1.[CH3:3][CH2:4][OH:5].[Cl-:1].[Fe:40].[NH4+:2].[OH2:41]>>[Br:6][c:7]1[c:8](-[c:31]2[cH:32][cH:33][c:34]([NH2:37])[cH:35][cH:36]2)[n:9][n:10]([C:12]([c:13]2[cH:14][cH:15][cH:16][cH:17][cH:18]2)([c:19]2[cH:20][cH:21][cH:22][cH:23][cH:24]2)[c:25]2[cH:26][cH:27][cH:28][cH:29][cH:30]2)[cH:11]1.